This data is from the Open Reaction Database (ORD), a public repository of structured organic reaction records. The task is: describe an organic reaction: reactants, conditions, products, and yield Reactants: S(=O)(=O)(OC)[O-] (methyl sulfate), [OH-].[K+] (potassium hydroxide), ClC=1C=CC2=C(NC(C=3C(N2)=CSC3)=S)C1 (7-chloro-4,9-dihydro-10H-thieno[3,4-b] [1,5] benzodiazepine-10-thione). Solvent: CO (methanol), O1CCOCC1 (dioxane), CO (methanol). Conditions: time 3 hour. Product: ClC=1C=CC2=C(N=C(C=3C(N2)=CSC3)SC)C1 (7-Chloro-10-(methylthio)-4H-thieno[3,4-b] [1,5]benzodiazepine). Reaction SMILES: [Cl:1][C:2]1[CH:3]=[CH:4][C:5]2[NH:11][C:10]3=[CH:12][S:13][CH:14]=[C:9]3[C:8](=[S:15])[NH:7][C:6]=2[CH:16]=1.[OH-].[K+].S([O-])(O[CH3:23])(=O)=O>O1CCOCC1.CO>[Cl:1][C:2]1[CH:3]=[CH:4][C:5]2[NH:11][C:10]3=[CH:12][S:13][CH:14]=[C:9]3[C:8]([S:15][CH3:23])=[N:7][C:6]=2[CH:16]=1 |f:1.2|. Reported procedure: To a stirred suspension of 0.8 g. of 7-chloro-4,9-dihydro-10H-thieno[3,4-b] [1,5] benzodiazepine-10-thione in 10 ml of dioxane is added dropwise and simultaneously at 30°-40°C., a solution of 0.95 g. of potassium hydroxide in 10 ml. of methanol and 0.8 g. of methyl sulfate. After addition is complete, the reaction mixture is stirred for 3 hours, diluted with methanol and filtered. The filtrate is concentrated to 20 ml., diluted with water and extracted with chloroform. The chloroform solution is... The reactants are BrC1=C(C(=C(C=C1[C@@H]1O[C@@H]([C@H]([C@@H]([C@H]1OCC1=CC=CC=C1)OCC1=CC=CC=C1)OCC1=CC=CC=C1)COCC1=CC=CC=C1)CC1=CC=C(C=C1)CC)Cl)O (2-Bromo-6-chloro-5-(4-ethylbenzyl)-3-((2S,3S,4R,5R,6R)-3,4,5-tris(benzyloxy)-6-((benzyloxy)methyl)tetrahydro-2H-pyran-2-yl)phenol), C(C=C)OC1=C(C=C(C(=C1OCC=C)Cl)CC1=CC=C(C=C1)OCC)Br (2,3-Bis(allyloxy)-1-bromo-4-chloro-5-(4-ethoxybenzyl)benzene). Yields the product C(C1=CC=CC=C1)O[C@@H]1[C@H](O[C@H]([C@@H]([C@H]1OCC1=CC=CC=C1)OCC1=CC=CC=C1)C1=C(C(=C(C(=C1)CC1=CC=C(C=C1)OCC)Cl)OCC=C)OCC=C)COCC1=CC=CC=C1 ((2R,3R,4R,5S,6S)-3,4,5-Tris(benzyloxy)-2-((benzyloxy)methyl)-6-(2,3-bis(allyloxy)-4-chloro-5-(4-ethoxybenzyl)phenyl)tetrahydro-2H-pyran). RXN SMILES: BrC1C([C@H:8]2[C@H:13]([O:14][CH2:15][C:16]3[CH:21]=[CH:20][CH:19]=[CH:18][CH:17]=3)[C@@H:12]([O:22][CH2:23][C:24]3[CH:29]=[CH:28][CH:27]=[CH:26][CH:25]=3)[C@H:11]([O:30][CH2:31][C:32]3[CH:37]=[CH:36][CH:35]=[CH:34][CH:33]=3)[C@@H:10]([CH2:38][O:39][CH2:40][C:41]3[CH:46]=[CH:45][CH:44]=[CH:43][CH:42]=3)[O:9]2)=CC(CC2C=CC(CC)=CC=2)=C(Cl)C=1O.[CH2:58]([O:61][C:62]1[C:67]([O:68][CH2:69][CH:70]=[CH2:71])=[C:66]([Cl:72])[C:65]([CH2:73][C:74]2[CH:79]=[CH:78][C:77]([O:80][CH2:81][CH3:82])=[CH:76][CH:75]=2)=[CH:64][C:63]=1Br)[CH:59]=[CH2:60]>>[CH2:31]([O:30][C@H:11]1[C@H:12]([O:22][CH2:23][C:24]2[CH:29]=[CH:28][CH:27]=[CH:26][CH:25]=2)[C@@H:13]([O:14][CH2:15][C:16]2[CH:17]=[CH:18][CH:19]=[CH:20][CH:21]=2)[C@H:8]([C:63]2[CH:64]=[C:65]([CH2:73][C:74]3[CH:79]=[CH:78][C:77]([O:80][CH2:81][CH3:82])=[CH:76][CH:75]=3)[C:66]([Cl:72])=[C:67]([O:68][CH2:69][CH:70]=[CH2:71])[C:62]=2[O:61][CH2:58][CH:59]=[CH2:60])[O:9][C@@H:10]1[CH2:38][O:39][CH2:40][C:41]1[CH:42]=[CH:43][CH:44]=[CH:45][CH:46]=1)[C:32]1[CH:33]=[CH:34][CH:35]=[CH:36][CH:37]=1. Reported procedure: Similar procedure with preparation of 162 proceeded except for using compound 202 to obtain the compound 203. The reactants are solution, NC(=N)N.[N+](=O)(O)[O-].NC(=N)N (guanidine guanidine nitrate), COC(C)(C)C (t-butyl methyl ether), aqueous solution, C(C)(=O)OC\1C(CCC(CC(=O)OC(C(/C=C1)C)\C(=C\C=C\C(CC1C(C(C(CC)O[Si](CC)(CC)CC)C)O1)(O[Si](CC)(CC)CC)C)\C)O[Si](CC)(CC)CC)(C)OC(C)OCC ((8E,12E,14E)-7-acetoxy-6-(1-ethoxyethoxy)-6,10,12,16,20-pentamethyl-3,16,21-tris(triethylsiloxy)-18,19-epoxytricosa-8,12,14-trien-11-olide), [Cl-].[NH4+] (ammonium chloride). Run in CO (methanol), CO (methanol). Reaction conditions: temperature 24.7 celsius, time 6 hour. Product: C(C)OC(C)OC1(CCC(CC(=O)OC(C(/C=C/C1O)C)\C(=C\C=C\C(CC1C(C(C(CC)O[Si](CC)(CC)CC)C)O1)(O[Si](CC)(CC)CC)C)\C)O[Si](CC)(CC)CC)C ((8E,12E,14E)-6-(1-ethoxyethoxy)-7-hydroxy-6,10,12,16,20-pentamethyl-3,16,21-tris(triethylsiloxy)-18,19-epoxytricosa-8,12,14-trien-11-olide). The yield is 82.4%. As a reaction SMILES: NC(N)=N.[N+]([O-])(O)=O.NC(N)=N.C([O:16][CH:17]1[C:18]([O:72][CH:73]([O:75][CH2:76][CH3:77])[CH3:74])([CH3:71])[CH2:19][CH2:20][CH:21]([O:63][Si:64]([CH2:69][CH3:70])([CH2:67][CH3:68])[CH2:65][CH3:66])[CH2:22][C:23]([O:25][CH:26](/[C:31](/[CH3:62])=[CH:32]/[CH:33]=[CH:34]/[C:35]([CH3:61])([O:53][Si:54]([CH2:59][CH3:60])([CH2:57][CH3:58])[CH2:55][CH3:56])[CH2:36][CH:37]2[O:52][CH:38]2[CH:39]([CH3:51])[CH:40]([O:43][Si:44]([CH2:49][CH3:50])([CH2:47][CH3:48])[CH2:45][CH3:46])[CH2:41][CH3:42])[CH:27]([CH3:30])[CH:28]=[CH:29]1)=[O:24])(=O)C.COC(C)(C)C.[Cl-].[NH4+]>CO>[CH2:76]([O:75][CH:73]([O:72][C:18]1([CH3:71])[CH:17]([OH:16])[CH:29]=[CH:28][CH:27]([CH3:30])[CH:26](/[C:31](/[CH3:62])=[CH:32]/[CH:33]=[CH:34]/[C:35]([CH3:61])([O:53][Si:54]([CH2:59][CH3:60])([CH2:57][CH3:58])[CH2:55][CH3:56])[CH2:36][CH:37]2[O:52][CH:38]2[CH:39]([CH3:51])[CH:40]([O:43][Si:44]([CH2:45][CH3:46])([CH2:49][CH3:50])[CH2:47][CH3:48])[CH2:41][CH3:42])[O:25][C:23](=[O:24])[CH2:22][CH:21]([O:63][Si:64]([CH2:69][CH3:70])([CH2:67][CH3:68])[CH2:65][CH3:66])[CH2:20][CH2:19]1)[CH3:74])[CH3:77] |f:0.1.2,5.6|. Procedure details: Under a nitrogen atmosphere and warming to hold the outside temperature at 25° C., 104 mL (20.8 mmol) of a 0.2 M solution of guanidine/guanidine nitrate in methanol was added to a methanol (79 mL) solution containing 18.4 g of (8E,12E,14E)-7-acetoxy-6-(1-ethoxyethoxy)-6,10,12,16,20-pentamethyl-3,16,21-tris(triethylsiloxy)-18,19-epoxytricosa-8,12,14-trien-11-olide, following which stirring was carried out for 6 hours with maintaining the internal temperature at from 24.9 to 24.5° C. The reaction ... Starting materials: ClC(Cl)Cl, COc1cc(C(=O)O)ccc1Cl, O=S(Cl)Cl. As a reaction SMILES: [CH:17]([Cl:18])([Cl:19])[Cl:20].[Cl:1][c:2]1[c:3]([O:11][CH3:12])[cH:4][c:5]([C:6](=[O:7])[OH:8])[cH:9][cH:10]1.[S:13]([Cl:14])([Cl:15])=[O:16]>>[Cl:1][c:2]1[c:3]([O:11][CH3:12])[cH:4][c:5]([C:6](=[O:7])[Cl:15])[cH:9][cH:10]1. Product: COc1cc(C(=O)Cl)ccc1Cl. The reactants are CCO, CCOC(C)=O, N#Cc1cc(O)c2ccn(-c3ccc(OCc4ccccc4)c(F)c3)c2c1. Yields the product N#Cc1cc(O)c2ccn(-c3ccc(O)c(F)c3)c2c1. RXN SMILES: [CH3:28][CH2:29][OH:30].[CH3:31][CH2:32][O:33][C:34](=[O:35])[CH3:36].[F:1][c:2]1[cH:3][c:4](-[n:16]2[cH:17][cH:18][c:19]3[c:20]([OH:27])[cH:21][c:22]([C:25]#[N:26])[cH:23][c:24]23)[cH:5][cH:6][c:7]1[O:8][CH2:9][c:10]1[cH:11][cH:12][cH:13][cH:14][cH:15]1>>[F:1][c:2]1[cH:3][c:4](-[n:16]2[cH:17][cH:18][c:19]3[c:20]([OH:27])[cH:21][c:22]([C:25]#[N:26])[cH:23][c:24]23)[cH:5][cH:6][c:7]1[OH:8].